This data is from the Open Reaction Database (ORD), a public repository of structured organic reaction records. The task is: describe an organic reaction: reactants, conditions, products, and yield Starting materials: O=C([O-])[O-], CCCCN=C=O, Cn1nnc2c(S(N)(=O)=O)cccc21, CCC(C)=O, Cl, [K+], [K+]. Product: CCCCNC(=O)NS(=O)(=O)c1cccc2c1nnn2C. Reaction SMILES: [C:15](=[O:16])([O-:17])[O-:18].[CH2:21]([CH2:22][CH2:23][CH3:24])[N:25]=[C:26]=[O:27].[CH3:1][n:2]1[n:3][n:4][c:5]2[c:6]1[cH:7][cH:8][cH:9][c:10]2[S:11](=[O:12])(=[O:13])[NH2:14].[CH3:29][C:30](=[O:31])[CH2:32][CH3:33].[ClH:28].[K+:19].[K+:20]>>[CH3:1][n:2]1[n:3][n:4][c:5]2[c:6]1[cH:7][cH:8][cH:9][c:10]2[S:11](=[O:12])(=[O:13])[NH:14][C:26]([NH:25][CH2:21][CH2:22][CH2:23][CH3:24])=[O:27]. The reactants are ClCCl, Nc1ccc(Oc2ccnc3[nH]c(=O)[nH]c23)cc1, O=C=Nc1ccccc1, c1ccncc1. The product is O=C(Nc1ccccc1)Nc1ccc(Oc2ccnc3[nH]c(=O)[nH]c23)cc1. As a reaction SMILES: [Cl:28][CH2:29][Cl:30].[NH2:1][c:2]1[cH:3][cH:4][c:5]([O:6][c:7]2[c:8]3[c:9]([n:10][cH:11][cH:12]2)[nH:13][c:14](=[O:16])[nH:15]3)[cH:17][cH:18]1.[O:19]=[C:20]=[N:21][c:22]1[cH:23][cH:24][cH:25][cH:26][cH:27]1.[cH:31]1[cH:32][cH:33][n:34][cH:35][cH:36]1>>[NH:1]([c:2]1[cH:3][cH:4][c:5]([O:6][c:7]2[c:8]3[c:9]([n:10][cH:11][cH:12]2)[nH:13][c:14](=[O:16])[nH:15]3)[cH:17][cH:18]1)[C:20](=[O:19])[NH:21][c:22]1[cH:23][cH:24][cH:25][cH:26][cH:27]1.